Task: describe an organic reaction: reactants, conditions, products, and yield. Dataset: the Open Reaction Database (ORD), a public repository of structured organic reaction records The reactants are N#Cc1cc(C=O)ccc1F, NOS(=O)(=O)O, O. The product is N#Cc1ccc(F)c(C#N)c1. Reaction SMILES: [F:1][c:2]1[c:3]([C:4]#[N:5])[cH:6][c:7]([CH:10]=[O:11])[cH:8][cH:9]1.[NH2:12][O:13][S:14]([OH:15])(=[O:16])=[O:17].[OH2:18]>>[F:1][c:2]1[c:3]([C:4]#[N:5])[cH:6][c:7]([C:10]#[N:12])[cH:8][cH:9]1.